This data is from the Open Reaction Database (ORD), a public repository of structured organic reaction records. The task is: describe an organic reaction: reactants, conditions, products, and yield Reactants: O=C(O)CCCNC(=O)NC12CC3CC(CC(C3)C1)C2, ClCCl, CC(C)=CCCC(C)CCO, CCN=C=NCCCN(C)C, CN(C)c1ccncc1, Cl. The product is CC(C)=CCCC(C)CCOC(=O)CCCNC(=O)NC12CC3CC(CC(C3)C1)C2. Reaction SMILES: [C:1]12([NH:11][C:12]([NH:13][CH2:14][CH2:15][CH2:16][C:17](=[O:18])[OH:19])=[O:20])[CH2:2][CH:3]3[CH2:4][CH:5]([CH2:6][CH:7]([CH2:8]1)[CH2:9]3)[CH2:10]2.[CH2:53]([Cl:54])[Cl:55].[CH3:21][CH:22]([CH2:23][CH2:24][OH:25])[CH2:26][CH2:27][CH:28]=[C:29]([CH3:30])[CH3:31].[CH3:33][N:34]([CH3:35])[CH2:36][CH2:37][CH2:38][N:39]=[C:40]=[N:41][CH2:42][CH3:43].[CH3:44][N:45]([CH3:46])[c:47]1[cH:48][cH:49][n:50][cH:51][cH:52]1.[ClH:32]>>[C:1]12([NH:11][C:12]([NH:13][CH2:14][CH2:15][CH2:16][C:17]([O:18][CH2:24][CH2:23][CH:22]([CH3:21])[CH2:26][CH2:27][CH:28]=[C:29]([CH3:30])[CH3:31])=[O:19])=[O:20])[CH2:2][CH:3]3[CH2:4][CH:5]([CH2:6][CH:7]([CH2:8]1)[CH2:9]3)[CH2:10]2. Reactants: COC1=CC=CC=2C=COC21 (7methoxybenzofuran), Cl.N1=CC=CC=C1 (pyridine hydrochloride). The solvent is C(Cl)Cl (methylene chloride). Conditions: temperature 220 celsius. The product is OC1=CC=CC=2C=COC21 (7-Hydroxybenzofuran). Yield: 50.0%. RXN SMILES: C[O:2][C:3]1[C:11]2[O:10][CH:9]=[CH:8][C:7]=2[CH:6]=[CH:5][CH:4]=1.Cl.N1C=CC=CC=1>C(Cl)Cl>[OH:2][C:3]1[C:11]2[O:10][CH:9]=[CH:8][C:7]=2[CH:6]=[CH:5][CH:4]=1 |f:1.2|. Reported procedure: A mixture of 7methoxybenzofuran (1.8 g.) and pyridine hydrochloride (4.6 g.) was heated at 220° C. for 21/2 hours. The reaction was cooled and diluted with methylene chloride. The solution was washed with 5% aqueous hydrochloric acid (six times); dried (MgSO4) and concentrated to an oil, 0.8 g. (50% yield). Starting materials: CCOC(=O)CBr, CN(C)C=O, [H-], [Na+], O, NS(=O)(=O)C1c2ccccc2-c2ccccc21. The product is CCOC(=O)CC1(S(N)(=O)=O)c2ccccc2-c2ccccc21. As a reaction SMILES: [Br:20][CH2:21][C:22](=[O:23])[O:24][CH2:25][CH3:26].[CH3:27][N:28]([CH3:29])[CH:30]=[O:31].[H-:1].[Na+:2].[OH2:32].[cH:3]1[cH:4][cH:5][cH:6][c:7]2[c:15]1[CH:14]([S:16](=[O:17])(=[O:18])[NH2:19])[c:13]1[c:8]-2[cH:9][cH:10][cH:11][cH:12]1>>[cH:3]1[cH:4][cH:5][cH:6][c:7]2[c:15]1[C:14]([S:16](=[O:17])(=[O:18])[NH2:19])([CH2:21][C:22](=[O:23])[O:24][CH2:25][CH3:26])[c:13]1[c:8]-2[cH:9][cH:10][cH:11][cH:12]1. Reactants: C(C1=CC(OC)=C(O)C(OC)=C1)=O (Syringaldehyde), CC1=CC(CO1)=O (5-Methyl-furan-3-one), B(OC(C)CC)(OC(C)CC)OC(C)CC (Tri-sec-butyl borate), [Cl-].[Ca+2].[Cl-] (calcium chloride). Reagents/catalysts: C(CCC)N (n-Butyl amine). Solvent: ClCCl (dichloromethane), O (Water), ClCCl (dichloromethane), ClCCl (dichloromethane), C(C)(=O)O (acetic acid), C(C)(=O)OCC (ethyl acetate). Run at temperature 2.5 celsius. The product is OC1=C(C=C(C=C2OC(=CC2=O)C)C=C1OC)OC (2-(4-Hydroxy-3,5-dimethoxy-benzylidene)-5-methyl-furan-3-one). Isolated yield 43.8%. Reaction SMILES: [CH3:1][C:2]1[O:6][CH2:5][C:4](=[O:7])[CH:3]=1.[Cl-].[Ca+2].[Cl-].[CH:11](=O)[C:12]1[CH:22]=[C:19]([O:20][CH3:21])[C:17]([OH:18])=[C:14]([O:15][CH3:16])[CH:13]=1.B(OC(CC)C)(OC(CC)C)OC(CC)C>ClCCl.C(N)CCC.C(OCC)(=O)C.O.C(O)(=O)C>[OH:18][C:17]1[C:19]([O:20][CH3:21])=[CH:22][C:12]([CH:11]=[C:5]2[C:4](=[O:7])[CH:3]=[C:2]([CH3:1])[O:6]2)=[CH:13][C:14]=1[O:15][CH3:16] |f:1.2.3|. Procedure details: 5-methyl-furan-3-one (2, 6.0 g g, 0.061 mol) was dissolved in dichloromethane (40 mL) and taken in a 3-necked 250 mL round bottomed flask fitted with a mechanical agitator and calcium chloride guard tube. Syringaldehyde (3c, 13.3 g, 0.073 mol) dissolved in dichloromethane (40 mL) was added. The mixture was cooled to 0-5° C. with stirring. Tri-sec-butyl borate (14.0 g, 0.061 mol) was added and stirred for 2 h. n-Butyl amine (4 drops) was added, the reaction mixture allowed to warm to room temp. o...